This data is from the Open Reaction Database (ORD), a public repository of structured organic reaction records. The task is: describe an organic reaction: reactants, conditions, products, and yield Starting materials: ester, COC(C1=C(C=CC(=C1)C=1SC=C(N1)C1=CC(=C(C=C1)Cl)Cl)Br)=O (2-bromo-5-[4-(3,4-dichloro-phenyl)-thiazol-2-yl]-benzoic acid methyl ester), COC(C1=C(C=CC(=C1)C=1SC=C(N1)C1=CC(=C(C=C1)Cl)Cl)Br)=O (2-bromo-5-[4-(3,4-dichloro-phenyl)-thiazol-2-yl]-benzoic acid methyl ester), N1=CC(=CC=C1)B(O)O (pyridine-3-boronic acid). The product is ClC=1C=C(C=CC1Cl)C=1N=C(SC1)C=1C=CC(=C(C(=O)O)C1)C=1C=NC=CC1 (5-[4-(3,4-dichloro-phenyl)-thiazol-2-yl]-2-pyridin-3-yl-benzoic acid). Isolated yield 14.0%. As a reaction SMILES: C[O:2][C:3](=[O:24])[C:4]1[CH:9]=[C:8]([C:10]2[S:11][CH:12]=[C:13]([C:15]3[CH:20]=[CH:19][C:18]([Cl:21])=[C:17]([Cl:22])[CH:16]=3)[N:14]=2)[CH:7]=[CH:6][C:5]=1Br.[N:25]1[CH:30]=[CH:29][CH:28]=[C:27](B(O)O)[CH:26]=1>>[Cl:22][C:17]1[CH:16]=[C:15]([C:13]2[N:14]=[C:10]([C:8]3[CH:7]=[CH:6][C:5]([C:27]4[CH:26]=[N:25][CH:30]=[CH:29][CH:28]=4)=[C:4]([CH:9]=3)[C:3]([OH:2])=[O:24])[S:11][CH:12]=2)[CH:20]=[CH:19][C:18]=1[Cl:21]. Reported procedure: Using the conditions of General Procedure B for Suzuki Coupling and Hydrolysis in Parallel Mode, 2-bromo-5-[4-(3,4-dichloro-phenyl)-thiazol-2-yl]-benzoic acid methyl ester (which may be prepared as described for Intermediate 6; 89 mg, 0.2 mmol) was reacted with pyridine-3-boronic acid (available from Combi-Blocks Inc.; 49 mg, 0.4 mmol). The resulting ester was hydrolyzed and the acid was purified to give 5-[4-(3,4-dichloro-phenyl)-thiazol-2-yl]-2-pyridin-3-yl-benzoic acid (12 mg, 14%). 1H NMR (3...